From a dataset of the Open Reaction Database (ORD), a public repository of structured organic reaction records. describe an organic reaction: reactants, conditions, products, and yield Starting materials: CCOC(=O)c1ccc(NCc2ccccc2)cc1, ClCCl, CCN(C(C)C)C(C)C, ClC(Cl)Cl, O=C(Cl)CCCCl, Cl. Yields the product CCOC(=O)c1ccc(N(Cc2ccccc2)C(=O)CCCCl)cc1. RXN SMILES: [CH2:1]([c:2]1[cH:3][cH:4][cH:5][cH:6][cH:7]1)[NH:8][c:9]1[cH:10][cH:11][c:12]([C:13](=[O:14])[O:15][CH2:16][CH3:17])[cH:18][cH:19]1.[CH2:37]([Cl:38])[Cl:39].[CH:27]([N:28]([CH2:29][CH3:30])[CH:31]([CH3:32])[CH3:33])([CH3:34])[CH3:35].[CH:40]([Cl:41])([Cl:42])[Cl:43].[Cl:20][CH2:21][CH2:22][CH2:23][C:24](=[O:25])[Cl:26].[ClH:36]>>[CH2:1]([c:2]1[cH:3][cH:4][cH:5][cH:6][cH:7]1)[N:8]([c:9]1[cH:10][cH:11][c:12]([C:13](=[O:14])[O:15][CH2:16][CH3:17])[cH:18][cH:19]1)[C:24]([CH2:23][CH2:22][CH2:21][Cl:20])=[O:25]. Starting materials: C1CCOC1, Cn1ccnc1S, CCOC(C)=O, O=[N+]([O-])c1ccc(F)c(Cl)c1, [H-], [Na+]. Yields the product Cn1ccnc1Sc1ccc([N+](=O)[O-])cc1Cl. As a reaction SMILES: [CH2:27]1[O:28][CH2:29][CH2:30][CH2:31]1.[CH3:1][n:2]1[c:3]([SH:7])[n:4][cH:5][cH:6]1.[CH3:21][CH2:22][O:23][C:24]([CH3:25])=[O:26].[Cl:10][c:11]1[c:12]([F:20])[cH:13][cH:14][c:15]([N+:17](=[O:18])[O-:19])[cH:16]1.[H-:9].[Na+:8]>>[CH3:1][n:2]1[c:3]([S:7][c:12]2[c:11]([Cl:10])[cH:16][c:15]([N+:17](=[O:18])[O-:19])[cH:14][cH:13]2)[n:4][cH:5][cH:6]1. Yields the product [N+](=O)([O-])C1=CC=C(C=C1)CCCN1C=NC=C1 (1-[3-(4-nitrophenyl)propyl]imidazole). The yield is 44.3%. Reactants: N1C=NC=C1 (Imidazole), O (water), BrCCCC1=CC=C(C=C1)[N+](=O)[O-] (1-(3-bromopropyl)-4-nitrobenzene), C([O-])([O-])=O.[K+].[K+] (potassium carbonate). Reported procedure: Imidazole (1.3 g) was dissolved in. THF (15.5 ml), potassium carbonate (5.3 g) was added to the mixture, and a solution of 1-(3-bromopropyl)-4-nitrobenzene (3.1 g) in THF (15.5 ml) was added dropwise to the mixture. The mixture was stirred for 60 hours at 50° C., and cooled to room temperature. The reaction solution was added to water, and extracted with ethyl acetate. The organic layer was washed with saturated brine, and dried over magnesium sulfate. The solvent was removed under reduced press... As a reaction SMILES: [NH:1]1[CH:5]=[CH:4][N:3]=[CH:2]1.C(=O)([O-])[O-].[K+].[K+].Br[CH2:13][CH2:14][CH2:15][C:16]1[CH:21]=[CH:20][C:19]([N+:22]([O-:24])=[O:23])=[CH:18][CH:17]=1.O>C1COCC1>[N+:22]([C:19]1[CH:20]=[CH:21][C:16]([CH2:15][CH2:14][CH2:13][N:1]2[CH:5]=[CH:4][N:3]=[CH:2]2)=[CH:17][CH:18]=1)([O-:24])=[O:23] |f:1.2.3|. Run at temperature 50 celsius, time 60 hour. Solvent: C1CCOC1 (THF), C1CCOC1 (THF).